Task: describe an organic reaction: reactants, conditions, products, and yield. Dataset: the Open Reaction Database (ORD), a public repository of structured organic reaction records Reactants: ClC1=CC=C(C(=O)Cl)C=C1 (4-chlorobenzoyl chloride), C=CC1=CC=CC=C1 (styrene), tri-2-ethylhexylamine. The reagents and catalysts are [Pd](Cl)Cl (palladium chloride). Product: ClC1=CC=C(C=C1)C=CC1=CC=CC=C1 (4-chlorostilbene). Isolated yield 43.3%. RXN SMILES: [Cl:1][C:2]1[CH:10]=[CH:9][C:5]([C:6](Cl)=O)=[CH:4][CH:3]=1.C=[CH:12][C:13]1[CH:18]=[CH:17][CH:16]=[CH:15][CH:14]=1>[Pd](Cl)Cl>[Cl:1][C:2]1[CH:10]=[CH:9][C:5]([CH:6]=[CH:12][C:13]2[CH:18]=[CH:17][CH:16]=[CH:15][CH:14]=2)=[CH:4][CH:3]=1. Procedure: The procedure described in Example 1 is followed, except that 17.5 g (0.1 mol) of 4-chlorobenzoyl chloride, 13.02 g (0.125 mol) of styrene, 35.37 g (0.1 mol) of tri-2-ethylhexylamine and 0.1773 g (0.01 mol) of palladium chloride are used. After a reaction time of 4 hours at 120° C., 9.3 g (0.0433 mol) of 4-chlorostilbene, corresponding to a yield of 43.3% of theory, are obtained in the form of white flakes; melting point 129°-130° C. Reactants: Nc1ccc(Br)cc1F, CC(=O)OCC(=O)Cl, ClC(Cl)Cl, O. The product is CC(=O)OCC(=O)Nc1ccc(Br)cc1F. RXN SMILES: [Br:1][c:2]1[cH:3][c:4]([F:9])[c:5]([NH2:6])[cH:7][cH:8]1.[C:10]([CH3:11])(=[O:12])[O:13][CH2:14][C:15](=[O:16])[Cl:17].[Cl:19][CH:20]([Cl:21])[Cl:22].[OH2:18]>>[Br:1][c:2]1[cH:3][c:4]([F:9])[c:5]([NH:6][C:15]([CH2:14][O:13][C:10]([CH3:11])=[O:12])=[O:16])[cH:7][cH:8]1.